Dataset: the Open Reaction Database (ORD), a public repository of structured organic reaction records. Task: describe an organic reaction: reactants, conditions, products, and yield Starting materials: CC(=O)c1ccccc1Br, CC1CCCCC1, CCOC(C)=O, [K+], [OH-], O, O=Cc1ccc[nH]1. Yields the product O=C(C=Cc1ccc[nH]1)c1ccccc1Br. RXN SMILES: [Br:8][c:9]1[c:10]([C:15]([CH3:16])=[O:17])[cH:11][cH:12][cH:13][cH:14]1.[CH3:21][CH:22]1[CH2:23][CH2:24][CH2:25][CH2:26][CH2:27]1.[CH3:28][CH2:29][O:30][C:31]([CH3:32])=[O:33].[K+:19].[OH-:18].[OH2:20].[nH:1]1[c:2]([CH:6]=[O:7])[cH:3][cH:4][cH:5]1>>[nH:1]1[c:2]([CH:6]=[CH:16][C:15]([c:10]2[c:9]([Br:8])[cH:14][cH:13][cH:12][cH:11]2)=[O:17])[cH:3][cH:4][cH:5]1. Starting materials: FC1=CC2=C(C(=NO2)C2CCN(CC2)CCN2C(N(CC2)C2=CC=CC=C2)=O)C=C1 (1-{2-[4-(6-Fluoro-1,2-benzisoxazol-3-yl)piperid-1-yl]ethyl}-3-phenylimidazolidin-2-one), ClC1=C(C=CC=C1Cl)N=C=O (2,3-dichlorophenyl isocyanate), Cl (hydrochloride). Product: FC1=CC2=C(C(=NO2)C2CCN(CC2)CCN2C(N(CC2)C2=C(C(=CC=C2)Cl)Cl)=O)C=C1 (1-{2-[4-(6-Fluoro-1,2-benzisoxazol-3-yl)piperid-1-yl]ethyl}-3-(2,3-dichlorophenyl)imidazolidin-2-one). RXN SMILES: [F:1][C:2]1[CH:30]=[CH:29][C:5]2[C:6]([CH:9]3[CH2:14][CH2:13][N:12]([CH2:15][CH2:16][N:17]4[CH2:21][CH2:20]N(C5C=CC=CC=5)C4=O)[CH2:11][CH2:10]3)=[N:7][O:8][C:4]=2[CH:3]=1.[Cl:31][C:32]1[C:37]([Cl:38])=[CH:36][CH:35]=[CH:34][C:33]=1[N:39]=[C:40]=[O:41].Cl>>[F:1][C:2]1[CH:30]=[CH:29][C:5]2[C:6]([CH:9]3[CH2:14][CH2:13][N:12]([CH2:15][CH2:16][N:17]4[CH2:21][CH2:20][N:39]([C:33]5[CH:34]=[CH:35][CH:36]=[C:37]([Cl:38])[C:32]=5[Cl:31])[C:40]4=[O:41])[CH2:11][CH2:10]3)=[N:7][O:8][C:4]=2[CH:3]=1. Reported procedure: This product is obtained in the same manner as the compound of Example 5, but with replacement of the phenyl isocyanate by 2,3-dichlorophenyl isocyanate in Step 1 of the synthesis. The hydrochloride of the title compound melts at 218°-222° C. Starting materials: C([O-])([O-])=O.[Li+].[Li+] (lithium carbonate), [Cl-].[Li+] (lithium chloride), Br[C@H]1C(C[C@@H]2CC[C@H]3[C@@H]4CC[C@@H]([C@@]4(C)CC[C@@H]3[C@]2(C1)C)OC)=O (2α-bromo-17β-methoxy-5α-androstan-3-one). Solvent: CN(C)C=O (DMF). The product is CO[C@@H]1[C@]2(C)[C@@H](CC1)[C@@H]1CC[C@H]3CC(C=C[C@]3(C)[C@H]1CC2)=O (17β-Methoxy-5α-androst-1-en-3-one). RXN SMILES: Br[C@@H:2]1[CH2:19][C@@:18]2([CH3:20])[C@@H:5]([CH2:6][CH2:7][C@@H:8]3[C@@H:17]2[CH2:16][CH2:15][C@@:13]2([CH3:14])[C@H:9]3[CH2:10][CH2:11][C@@H:12]2[O:21][CH3:22])[CH2:4][C:3]1=[O:23].C(=O)([O-])[O-].[Li+].[Li+].[Cl-].[Li+]>CN(C=O)C>[CH3:22][O:21][C@H:12]1[CH2:11][CH2:10][C@H:9]2[C@H:8]3[C@H:17]([CH2:16][CH2:15][C@:13]12[CH3:14])[C@:18]1([CH3:20])[C@H:5]([CH2:4][C:3](=[O:23])[CH:2]=[CH:19]1)[CH2:6][CH2:7]3 |f:1.2.3,4.5|. Procedure details: A mixture of 2α-bromo-17β-methoxy-5α-androstan-3-one (U.S. Pat. No. 3,301,850, Example 15, 3.0 g.), lithium carbonate (1.5 g.) and lithium chloride (0.5 g.) in DMF (30 ml.) are heated at reflux under nitrogen for 1.5 hours. The mixture is cooled, filtered and the solids washed with DMF. The filtrate and washings are combined and diluted with water (10 ml.) to give a precipitate. The precipitate is collected, washed, dried and column chromatographed over silica gel (200 g.) eluting by gradient be... Reactants: C(C)C1(OCCC2=C1NC1=CC=CC=C21)CC(=O)O ((1-ethyl-1,3,4,9-tetrahydro-pyrano[3,4-b]indol-1-yl)-acetic acid), [H-].[Al+3].[Li+].[H-].[H-].[H-] (lithium aluminum hydride), O1CCCC1 (tetrahydrofuran). Run at time 6 hour. The product is C(C)C1(OCCC2=C1NC1=CC=CC=C21)C(C)O ((1-Ethyl-1,3,4,9-tetrahydro-pyrano[3,4-b]indol-1-yl)-ethanol). Yield: 79.0%. Reaction SMILES: [CH2:1]([C:3]1([CH2:16][C:17](O)=O)[C:8]2[NH:9][C:10]3[C:15]([C:7]=2[CH2:6][CH2:5][O:4]1)=[CH:14][CH:13]=[CH:12][CH:11]=3)[CH3:2].[H-].[Al+3].[Li+].[H-].[H-].[H-].[O:26]1CCCC1>>[CH2:1]([C:3]1([CH:16]([OH:26])[CH3:17])[C:8]2[NH:9][C:10]3[C:15]([C:7]=2[CH2:6][CH2:5][O:4]1)=[CH:14][CH:13]=[CH:12][CH:11]=3)[CH3:2] |f:1.2.3.4.5.6|. Procedure: To solution of (1-ethyl-1,3,4,9-tetrahydro-pyrano[3,4-b]indol-1-yl)-acetic acid (0.52 g, 2.0 mmol) in tetrahydrofuran (10 mL) was added lithium aluminum hydride (0.114 g, 3.0 mmol) in several small portions. The mixture was stirred at room temperature for 6 hours. It was quenched with ethyl acetate carefully and washed with water. The organic layer was dried over magnesium sulfate and evaporated to dryness. Flash chromatography on silica gel provided 0.389 g (79%) of the title compound as an oil... Starting materials: CCN(C(C)C)C(C)C, [Cl-], Cc1nccc(Cl)n1, CNCCCCOc1ccc2c(ccn2-c2ccc(F)cc2)c1, [Na+], CN(C)C=O. The product is Cc1nccc(N(C)CCCCOc2ccc3c(ccn3-c3ccc(F)cc3)c2)n1. As a reaction SMILES: [CH:24]([N:25]([CH2:26][CH3:27])[CH:28]([CH3:29])[CH3:30])([CH3:31])[CH3:32].[Cl-:41].[Cl:33][c:34]1[n:35][c:36]([CH3:40])[n:37][cH:38][cH:39]1.[F:1][c:2]1[cH:3][cH:4][c:5](-[n:8]2[cH:9][cH:10][c:11]3[cH:12][c:13]([O:17][CH2:18][CH2:19][CH2:20][CH2:21][NH:22][CH3:23])[cH:14][cH:15][c:16]23)[cH:6][cH:7]1.[Na+:42].[O:43]=[CH:44][N:45]([CH3:46])[CH3:47]>>[F:1][c:2]1[cH:3][cH:4][c:5](-[n:8]2[cH:9][cH:10][c:11]3[cH:12][c:13]([O:17][CH2:18][CH2:19][CH2:20][CH2:21][N:22]([CH3:23])[c:34]4[n:35][c:36]([CH3:40])[n:37][cH:38][cH:39]4)[cH:14][cH:15][c:16]23)[cH:6][cH:7]1.